From a dataset of the Open Reaction Database (ORD), a public repository of structured organic reaction records. describe an organic reaction: reactants, conditions, products, and yield Reaction SMILES: [NH2:1][C:2]1[N:7]=[CH:6][C:5]([C:8]2[CH:16]=[CH:15][C:11]([C:12]([OH:14])=O)=[CH:10][CH:9]=2)=[CH:4][C:3]=1[O:17][CH2:18][C:19]1[C:24]([F:25])=[CH:23][CH:22]=[CH:21][C:20]=1[F:26].[N:27]1([CH2:32][C@@H:33]2[CH2:37][CH2:36][CH2:35][NH:34]2)[CH2:31][CH2:30][CH2:29][CH2:28]1>>[NH2:1][C:2]1[N:7]=[CH:6][C:5]([C:8]2[CH:9]=[CH:10][C:11]([C:12]([N:34]3[CH2:35][CH2:36][CH2:37][C@H:33]3[CH2:32][N:27]3[CH2:31][CH2:30][CH2:29][CH2:28]3)=[O:14])=[CH:15][CH:16]=2)=[CH:4][C:3]=1[O:17][CH2:18][C:19]1[C:20]([F:26])=[CH:21][CH:22]=[CH:23][C:24]=1[F:25]. Procedure details: {4-[6-Amino-5-(2,6-difluoro-benzyloxy)-pyridin-3-yl]-phenyl}-[(2S)-2-pyrrolidin-1-ylmethyl-pyrrolidin-1-yl]-methanone was prepared from 4-[6-amino-5-(2,6-difluoro-benzyloxy)-pyridin-3-yl]-benzoic acid and (2S)-2-pyrrolidin-1-ylmethyl-pyrrolidine following procedure 4. Product: NC1=C(C=C(C=N1)C1=CC=C(C=C1)C(=O)N1[C@@H](CCC1)CN1CCCC1)OCC1=C(C=CC=C1F)F ({4-[6-Amino-5-(2,6-difluoro-benzyloxy)-pyridin-3-yl]-phenyl}-[(2S)-2-pyrrolidin-1-ylmethyl-pyrrolidin-1-yl]-methanone). The reactants are NC1=C(C=C(C=N1)C1=CC=C(C(=O)O)C=C1)OCC1=C(C=CC=C1F)F (4-[6-amino-5-(2,6-difluoro-benzyloxy)-pyridin-3-yl]-benzoic acid), N1(CCCC1)C[C@H]1NCCC1 ((2S)-2-pyrrolidin-1-ylmethyl-pyrrolidine).